This data is from the Open Reaction Database (ORD), a public repository of structured organic reaction records. The task is: describe an organic reaction: reactants, conditions, products, and yield Reactants: CN1C=2C=CC=CC2C(C2=CC=CC=C12)C(=O)O (10-Methylacridan-9-carboxylic acid), S(=O)(Cl)Cl (thionyl chloride), C1=CC(=CC=C1N=NC2=CC(=C(C=C2)N)S(=O)(=O)[O-])S(=O)(=O)[O-].[Na+].[Na+] (yellow acid), ice water. Run in ClCCl (dichloromethane). Run at time 1.5 hour. Yields the product CN1C=2C=CC=CC2C(C2=CC=CC=C12)C(=O)Cl (10-Methylacridan-9-carboxylic acid chloride). As a reaction SMILES: [CH3:1][N:2]1[C:15]2[C:10](=[CH:11][CH:12]=[CH:13][CH:14]=2)[CH:9]([C:16]([OH:18])=O)[C:8]2[CH:7]=[CH:6][CH:5]=[CH:4][C:3]1=2.S(Cl)([Cl:21])=O.C1C(N=NC2C=CC(N)=C(S([O-])(=O)=O)C=2)=CC=C(S([O-])(=O)=O)C=1.[Na+].[Na+]>ClCCl>[CH3:1][N:2]1[C:15]2[C:10](=[CH:11][CH:12]=[CH:13][CH:14]=2)[CH:9]([C:16]([Cl:21])=[O:18])[C:8]2[CH:7]=[CH:6][CH:5]=[CH:4][C:3]1=2 |f:2.3.4|. Procedure details: Into a 50 mL round bottom flask equipped with magnetic stirrer and under an argon atmosphere was charged a solution of 0.305 parts of 10-methylacridan-9-carboxylic acid (77) in 15 mL of dichloromethane and cooled to 5° C. (ice-water). Then, 1.05 parts of thionyl chloride was added to the cold yellow acid solution and stirred for 1.5 hr at a temperature below 15° C. The light red brown solution was concentrated under reduced pressure and the residue was dried for 15 min to give acid chloride (78)...